This data is from the Open Reaction Database (ORD), a public repository of structured organic reaction records. The task is: describe an organic reaction: reactants, conditions, products, and yield The reactants are BrC=1C(=NC=C(C1)Cl)N (3-Bromo-5-chloro-2-pyridinamine), C1(=CC=CC=C1)O (phenol), [OH-].[K+] (potassium hydroxide), C(OC)COC (dimethoxyethane). Reagents/catalysts: S(=O)(=O)([O-])[O-].[Cu+2] (copper (II) sulphate). The solvent is O (water). Yields the product ClC=1C=C(C(=NC1)N)OC1=CC=CC=C1 (5-Chloro-3-phenoxy-2-pyridinamine). Isolated yield 24.0%. RXN SMILES: Br[C:2]1[C:3]([NH2:9])=[N:4][CH:5]=[C:6]([Cl:8])[CH:7]=1.[C:10]1([OH:16])[CH:15]=[CH:14][CH:13]=[CH:12][CH:11]=1.[OH-].[K+].C(COC)OC>S([O-])([O-])(=O)=O.[Cu+2].O>[Cl:8][C:6]1[CH:7]=[C:2]([O:16][C:10]2[CH:15]=[CH:14][CH:13]=[CH:12][CH:11]=2)[C:3]([NH2:9])=[N:4][CH:5]=1 |f:2.3,5.6|. Procedure details: 3-Bromo-5-chloro-2-pyridinamine (520 mg, 2.5 mmol), phenol (2.0 g, 21.3 mmol), potassium hydroxide (flakes, 85%, 600 mg, 9.1 mmol) and anhydrous copper (II) sulphate (100 mg, 0.6 mmol) and dimethoxyethane (250 μl) were heated together at 140° C. for 2 h, allowed to cool and the mixture poured into water (50 ml). EtOAc extracts (5×15 ml) were filtered through celite and extracted into 2N HCl (4×10 ml). The combined aqueous extracts were basified with NaOH and re-extracted into EtOAc (3×20 ml), dr... Starting materials: C(#N)C=1C=C(C=CC1F)C(CN1[C@H](CN(CC1)C(=O)OC(C)(C)C)CO)=O (tert-butyl (3R)-4-[2-(3-cyano-4-fluorophenyl)-2-oxoethyl]-3-(hydroxymethyl)piperazine-1-carboxylate), [BH4-].[Na+] (NaBH4), O (water). The solvent is CO (MeOH). Conditions: time 8 hour. Yields the product C(#N)C=1C=C(C=CC1F)C(CN1[C@H](CN(CC1)C(=O)OC(C)(C)C)CO)O (tert-butyl (3R)-4-[2-(3-cyano-4-fluorophenyl)-2-hydroxyethyl]-3-(hydroxymethyl)piperazine-1-carboxylate). Reaction SMILES: [C:1]([C:3]1[CH:4]=[C:5]([C:10](=[O:27])[CH2:11][N:12]2[CH2:17][CH2:16][N:15]([C:18]([O:20][C:21]([CH3:24])([CH3:23])[CH3:22])=[O:19])[CH2:14][C@@H:13]2[CH2:25][OH:26])[CH:6]=[CH:7][C:8]=1[F:9])#[N:2].[BH4-].[Na+].O>CO>[C:1]([C:3]1[CH:4]=[C:5]([CH:10]([OH:27])[CH2:11][N:12]2[CH2:17][CH2:16][N:15]([C:18]([O:20][C:21]([CH3:22])([CH3:24])[CH3:23])=[O:19])[CH2:14][C@@H:13]2[CH2:25][OH:26])[CH:6]=[CH:7][C:8]=1[F:9])#[N:2] |f:1.2|. Procedure details: To a solution of tert-butyl (3R)-4-[2-(3-cyano-4-fluorophenyl)-2-oxoethyl]-3-(hydroxymethyl)piperazine-1-carboxylate (20 g, 0.053 mol) in MeOH (400 mL) was added partionwise NaBH4 (15.6 g, 0.424 mol) at 0° C. and the mixture was stirred at r.t overnight. The reaction mixture was added water, extracted with EtOAc. The organic layer was combined, washed with brine, dried over Na2SO4 and concentrated in vacuum. The residue was purified with silica gel column chromatography to give the title compoun... Starting materials: O=C([O-])[O-], Cc1oc2cc(O)ccc2c1C(=O)NCC(C)C, COC1CCN(C(=O)c2cc3nccc(Cl)c3s2)C1, [Cs+], [Cs+]. The product is COC1CCN(C(=O)c2cc3nccc(Oc4ccc5c(C(=O)NCC(C)C)c(C)oc5c4)c3s2)C1. Reaction SMILES: [C:38](=[O:39])([O-:40])[O-:41].[CH2:20]([CH:21]([CH3:22])[CH3:23])[NH:24][C:25](=[O:26])[c:27]1[c:28]([CH3:37])[o:29][c:30]2[c:31]1[cH:32][cH:33][c:34]([OH:36])[cH:35]2.[Cl:1][c:2]1[c:3]2[c:4]([n:5][cH:6][cH:7]1)[cH:8][c:9]([C:11](=[O:12])[N:13]1[CH2:14][CH:15]([O:18][CH3:19])[CH2:16][CH2:17]1)[s:10]2.[Cs+:42].[Cs+:43]>>[c:2]1([O:36][c:34]2[cH:33][cH:32][c:31]3[c:27]([C:25]([NH:24][CH2:20][CH:21]([CH3:22])[CH3:23])=[O:26])[c:28]([CH3:37])[o:29][c:30]3[cH:35]2)[c:3]2[c:4]([n:5][cH:6][cH:7]1)[cH:8][c:9]([C:11](=[O:12])[N:13]1[CH2:14][CH:15]([O:18][CH3:19])[CH2:16][CH2:17]1)[s:10]2. Reactants: C(#N)C1=CC=C(C=C1)N=NC1=CC=C(OCC(=O)O)C=C1 (2-[4-(4-cyanopbenylazo)phenoxy]-ethanoic acid), aqueous solution, [OH-].C(CCC)[N+](CCCC)(CCCC)CCCC (tetrabutylammonium hydroxide). Run in C(Cl)Cl (methylene chloride). Conditions: temperature 30 celsius. Yields the product C(#N)C1=CC=C(C=C1)N=NC1=CC=C(OCC(=O)[O-])C=C1.C(CCC)[N+](CCCC)(CCCC)CCCC (tetrabutylammonium 2-[4(4-cyanophenylazo)phenoxy]-ethanoate). RXN SMILES: [C:1]([C:3]1[CH:8]=[CH:7][C:6]([N:9]=[N:10][C:11]2[CH:21]=[CH:20][C:14]([O:15][CH2:16][C:17]([OH:19])=[O:18])=[CH:13][CH:12]=2)=[CH:5][CH:4]=1)#[N:2].[OH-].[CH2:23]([N+:27]([CH2:36][CH2:37][CH2:38][CH3:39])([CH2:32][CH2:33][CH2:34][CH3:35])[CH2:28][CH2:29][CH2:30][CH3:31])[CH2:24][CH2:25][CH3:26]>C(Cl)Cl>[C:1]([C:3]1[CH:4]=[CH:5][C:6]([N:9]=[N:10][C:11]2[CH:21]=[CH:20][C:14]([O:15][CH2:16][C:17]([O-:19])=[O:18])=[CH:13][CH:12]=2)=[CH:7][CH:8]=1)#[N:2].[CH2:36]([N+:27]([CH2:23][CH2:24][CH2:25][CH3:26])([CH2:28][CH2:29][CH2:30][CH3:31])[CH2:32][CH2:33][CH2:34][CH3:35])[CH2:37][CH2:38][CH3:39] |f:1.2,4.5|. Procedure details: 1.06 g (0.004 mol) of 2-[4-(4-cyanopbenylazo)phenoxy]-ethanoic acid was transferred to a 50 mL one-neck round flask fitted with a magnetic stirring bar and 10.4 mL of a 20% aqueous solution of tetrabutylammonium hydroxide (Merck, zur Synthese) was added and the mixture heated while stirring on an oilbath until a solution was formed The solution was cooled to approx. 30° C., 3.5 mL of methylene chloride was added and vigorously stirred. The liquids were transferred to a separating funnel with a p... Starting materials: BrC=1C=CC(=C(C#N)C1)C(=O)N1CCN(CC1)C1=NC=C(C=C1C)C (5-bromo-2-[4-(3,5-dimethylpyridin-2-yl)piperazine-1-carbonyl]benzonitrile), S1(NCCCC1)(=O)=O ([1,2]thiazinane 1,1-dioxide). Yields the product CC=1C(=NC=C(C1)C)N1CCN(CC1)C(=O)C1=C(C#N)C=C(C=C1)N1S(CCCC1)(=O)=O (2-[4-(3,5-dimethylpyridin-2-yl)piperazine-1-carbonyl]-5-(1,1-dioxo-1λ6-[1,2]thiazinan-2-yl)benzonitrile). The yield is 79.4%. Reaction SMILES: Br[C:2]1[CH:3]=[CH:4][C:5]([C:10]([N:12]2[CH2:17][CH2:16][N:15]([C:18]3[C:23]([CH3:24])=[CH:22][C:21]([CH3:25])=[CH:20][N:19]=3)[CH2:14][CH2:13]2)=[O:11])=[C:6]([CH:9]=1)[C:7]#[N:8].[S:26]1(=[O:33])(=[O:32])[CH2:31][CH2:30][CH2:29][CH2:28][NH:27]1>>[CH3:24][C:23]1[C:18]([N:15]2[CH2:16][CH2:17][N:12]([C:10]([C:5]3[CH:4]=[CH:3][C:2]([N:27]4[CH2:28][CH2:29][CH2:30][CH2:31][S:26]4(=[O:33])=[O:32])=[CH:9][C:6]=3[C:7]#[N:8])=[O:11])[CH2:13][CH2:14]2)=[N:19][CH:20]=[C:21]([CH3:25])[CH:22]=1. Procedure details: Using 5-bromo-2-[4-(3,5-dimethylpyridin-2-yl)piperazine-1-carbonyl]benzonitrile (399 mg) described in Preparation Example 187 and [1,2]thiazinane 1,1-dioxide (176 mg) and by the reaction and treatment in the same manner as in Example 262, the title compound (360 mg) was obtained. Reactants: [Al+3], CNCc1ccccc1, C1CCOC1, [Cl-], [Cl-], [Cl-], ClCCl, O=C1OCC2CC12c1ccccc1. Product: CN(Cc1ccccc1)C(=O)C1(c2ccccc2)CC1CO. As a reaction SMILES: [Al+3:15].[CH2:18]([c:19]1[cH:20][cH:21][cH:22][cH:23][cH:24]1)[NH:25][CH3:26].[CH2:30]1[O:31][CH2:32][CH2:33][CH2:34]1.[Cl-:14].[Cl-:16].[Cl-:17].[Cl:27][CH2:28][Cl:29].[c:1]1([C:7]23[C:8](=[O:13])[O:9][CH2:10][CH:11]2[CH2:12]3)[cH:2][cH:3][cH:4][cH:5][cH:6]1>>[c:1]1([C:7]2([C:8](=[O:13])[N:25]([CH2:18][c:19]3[cH:20][cH:21][cH:22][cH:23][cH:24]3)[CH3:26])[CH:11]([CH2:10][OH:9])[CH2:12]2)[cH:2][cH:3][cH:4][cH:5][cH:6]1. Reactants: CO, COC(=O)c1cc(F)c(C)cc1Cl, [Na+], [OH-]. Yields the product Cc1cc(Cl)c(C(=O)O)cc1F. Reaction SMILES: [CH3:16][OH:17].[CH3:1][O:2][C:3]([c:4]1[c:5]([Cl:12])[cH:6][c:7]([CH3:11])[c:8]([F:10])[cH:9]1)=[O:13].[Na+:15].[OH-:14]>>[O:2]=[C:3]([c:4]1[c:5]([Cl:12])[cH:6][c:7]([CH3:11])[c:8]([F:10])[cH:9]1)[OH:13]. RXN SMILES: [F:1][C:2]1[CH:3]=[C:4]([CH2:9][C:10]([NH:12][C@H:13]([C:15]([OH:17])=O)[CH3:14])=[O:11])[CH:5]=[C:6]([F:8])[CH:7]=1.[NH2:18][CH:19]1[C:28]2[C:23](=[CH:24][CH:25]=[CH:26][CH:27]=2)[CH:22]([C:29]2[CH:34]=[CH:33][CH:32]=[CH:31][CH:30]=2)[NH:21][C:20]1=[O:35]>>[F:8][C:6]1[CH:5]=[C:4]([CH2:9][C:10]([NH:12][C@H:13]([C:15]([NH:18][CH:19]2[C:28]3[C:23](=[CH:24][CH:25]=[CH:26][CH:27]=3)[CH:22]([C:29]3[CH:30]=[CH:31][CH:32]=[CH:33][CH:34]=3)[NH:21][C:20]2=[O:35])=[O:17])[CH3:14])=[O:11])[CH:3]=[C:2]([F:1])[CH:7]=1. Procedure details: Following General Procedure D above using N-(3,5-difluorophenylacetyl)-L-alanine (Example B) and 4-amino-1-phenyl-1,2,3,4-tetrahydroisoquinoline-3-one (General Procedure 5-D), the title compound was prepared as a solid having a melting point of 200-205° C. The reactants are FC=1C=C(C=C(C1)F)CC(=O)N[C@@H](C)C(=O)O (N-(3,5-Difluorophenylacetyl)-L-alanine), NC1C(NC(C2=CC=CC=C12)C1=CC=CC=C1)=O (4-amino-1-phenyl-1,2,3,4-tetrahydroisoquinoline-3-one). Yields the product FC=1C=C(C=C(C1)F)CC(=O)N[C@@H](C)C(=O)NC1C(NC(C2=CC=CC=C12)C1=CC=CC=C1)=O (4-(N′-(3,5-Difluorophenylacetyl)-L-alaninyl)amino-1-phenyl-1,2,3,4-tetrahydroisoquinolin-3-one). Reactants: Cc1ccc(-c2nc3ccccc3c(=O)[nH]2)cc1, CN(C)C=O, O=S(Cl)Cl. Product: Cc1ccc(-c2nc(Cl)c3ccccc3n2)cc1. As a reaction SMILES: [CH3:1][c:2]1[cH:3][cH:4][c:5](-[c:8]2[n:9][c:10]3[cH:11][cH:12][cH:13][cH:14][c:15]3[c:16](=[O:18])[nH:17]2)[cH:6][cH:7]1.[CH3:23][N:24]([CH3:25])[CH:26]=[O:27].[S:19]([Cl:20])([Cl:21])=[O:22]>>[CH3:1][c:2]1[cH:3][cH:4][c:5](-[c:8]2[n:9][c:10]3[cH:11][cH:12][cH:13][cH:14][c:15]3[c:16]([Cl:21])[n:17]2)[cH:6][cH:7]1. Reactants: ClCC(=O)NC1=CC(=CC=C1)C1=NC2=CC=CC=C2N=C1 (2-chloro-N-(3-quinoxalin-2-ylphenyl)acetamide), [C-]#N.[Na+] (NaCN), O (water). Solvent: CCO (EtOH). Run at time 20 minute. Product: C(#N)CC(=O)NC1=CC(=CC=C1)C1=NC2=CC=CC=C2N=C1 (2-cyano-N-[3-(quinoxalin-2-yl)phenyl]acetamide). Isolated yield 10.1%. As a reaction SMILES: Cl[CH2:2][C:3]([NH:5][C:6]1[CH:11]=[CH:10][CH:9]=[C:8]([C:12]2[CH:21]=[N:20][C:19]3[C:14](=[CH:15][CH:16]=[CH:17][CH:18]=3)[N:13]=2)[CH:7]=1)=[O:4].[C-:22]#[N:23].[Na+].O>CCO>[C:22]([CH2:2][C:3]([NH:5][C:6]1[CH:11]=[CH:10][CH:9]=[C:8]([C:12]2[CH:21]=[N:20][C:19]3[C:14](=[CH:15][CH:16]=[CH:17][CH:18]=3)[N:13]=2)[CH:7]=1)=[O:4])#[N:23] |f:1.2|. Reported procedure: To a solution of 2-chloro-N-(3-quinoxalin-2-ylphenyl)acetamide (276 mg, 0.93 mmol) in EtOH (8 mL), NaCN (50 mg, 1.02 mmol) was added and the reaction mixture was heated at reflux for 21 hrs. After cooling to room temperature, water (10 mL) was added and the reaction mixture was extracted with ethyl acetate (20 mL). The organic phase was washed with brine (20 mL), dried over MgSO4, and the residue was purified by flash chromatography (Flash Master, 5 g Isolute Silica column, gradient 0 to 5 min h...